Dataset: the Open Reaction Database (ORD), a public repository of structured organic reaction records. Task: describe an organic reaction: reactants, conditions, products, and yield The reactants are C(CC(=O)C)(=O)OCC (ethyl acetoacetate), [N+](=O)([O-])C1=CC=C(CO)C=C1 (p-nitrobenzyl alcohol). Product: C(CC(=O)C)(=O)OCC1=CC=C(C=C1)[N+](=O)[O-] (p-Nitrobenzyl acetoacetate). Isolated yield 76.6%. Reaction SMILES: [C:1]([O:7][CH2:8][CH3:9])(=[O:6])[CH2:2][C:3]([CH3:5])=[O:4].[N+:10]([C:13]1[CH:20]=[CH:19]C(CO)=[CH:15][CH:14]=1)([O-:12])=[O:11]>>[C:1]([O:7][CH2:8][C:9]1[CH:19]=[CH:20][C:13]([N+:10]([O-:12])=[O:11])=[CH:14][CH:15]=1)(=[O:6])[CH2:2][C:3]([CH3:5])=[O:4]. Procedure details: A mixture of ethyl acetoacetate (140 g, 1.08 mole) and p-nitrobenzyl alcohol (153 g, 1.00 mole; was washed with diethyl ether prior to use) in toluene (1 L) was slowly distilled, 900 ml of the solvent being collected over a period of 15 hours. After cooling, any insoluble material was removed by filtration over Celite, washed with toluene and evaporated in vacuo to obtain 280 g of a crude oil. This oil was crystallized at 5° C. from diethyl ether (280 ml) to yield 181.55 g (0.766 mole, 76.6% yie... Starting materials: C(C)(=O)NNC(C[C@@]1(CCN(C(O1)=O)[C@@H](C)C1=CC=C(C=C1)Br)C1=CC=CC=C1)=O (N′-acetyl-2-((S)-3-((S)-1-(4-bromophenyl)ethyl)-2-oxo-6-phenyl-1,3-oxazinan-6-yl)acetohydrazide), N1=CC=CC=C1 (pyridine), S(=O)(=O)(C(F)(F)F)OS(=O)(=O)C(F)(F)F (triflic anhydride). Run in C(Cl)Cl (CH2Cl2). Run at temperature -10 celsius, time 1 hour. Product: BrC1=CC=C(C=C1)[C@H](C)N1C(O[C@](CC1)(C1=CC=CC=C1)CC=1OC(=NN1)C)=O ((S)-3-((S)-1-(4-bromophenyl)ethyl)-6-((5-methyl-1,3,4-oxadiazol-2-yl)methyl)-6-phenyl-1,3-oxazinan-2-one). Yield: 58.4%. As a reaction SMILES: [C:1]([NH:4][NH:5][C:6](=O)[CH2:7][C@@:8]1([C:24]2[CH:29]=[CH:28][CH:27]=[CH:26][CH:25]=2)[O:13][C:12](=[O:14])[N:11]([C@H:15]([C:17]2[CH:22]=[CH:21][C:20]([Br:23])=[CH:19][CH:18]=2)[CH3:16])[CH2:10][CH2:9]1)(=[O:3])[CH3:2].N1C=CC=CC=1.S(OS(C(F)(F)F)(=O)=O)(C(F)(F)F)(=O)=O>C(Cl)Cl>[Br:23][C:20]1[CH:19]=[CH:18][C:17]([C@@H:15]([N:11]2[CH2:10][CH2:9][C@:8]([CH2:7][C:6]3[O:3][C:1]([CH3:2])=[N:4][N:5]=3)([C:24]3[CH:29]=[CH:28][CH:27]=[CH:26][CH:25]=3)[O:13][C:12]2=[O:14])[CH3:16])=[CH:22][CH:21]=1. Procedure details: To a solution of N′-acetyl-2-((S)-3-((S)-1-(4-bromophenyl)ethyl)-2-oxo-6-phenyl-1,3-oxazinan-6-yl)acetohydrazide (100 mg, 0.21 mmol) in CH2Cl2 (2 mL) was added pyridine (37 mg, 0.46 mmol). The reaction mixture was cooled to −10° C. and triflic anhydride (125 mg, 0.44 mmol) was added. The reaction mixture was stirred at −10° C. for 1 h and at 0° C. for 1 h. The mixture was warmed to rt and quenched by addition of satd aq NaHCO3. The aqueous layer was washed with CH2Cl2 and the combined organic ph... Reactants: CCOC(OCC)OCC, N#Cc1nn(-c2c(Cl)cc(C(F)(F)F)cc2Cl)c(N)c1SC(F)(F)F, Cc1ccc(S(=O)(=O)O)cc1. The product is CCOC=Nc1c(SC(F)(F)F)c(C#N)nn1-c1c(Cl)cc(C(F)(F)F)cc1Cl. RXN SMILES: [CH:26]([O:27][CH2:28][CH3:29])([O:30][CH2:31][CH3:32])[O:33][CH2:34][CH3:35].[NH2:1][c:2]1[c:3]([S:21][C:22]([F:23])([F:24])[F:25])[c:4]([C:19]#[N:20])[n:5][n:6]1-[c:7]1[c:8]([Cl:18])[cH:9][c:10]([C:14]([F:15])([F:16])[F:17])[cH:11][c:12]1[Cl:13].[c:36]1([CH3:37])[cH:38][cH:39][c:40]([S:41]([OH:42])(=[O:43])=[O:44])[cH:45][cH:46]1>>[N:1]([c:2]1[c:3]([S:21][C:22]([F:23])([F:24])[F:25])[c:4]([C:19]#[N:20])[n:5][n:6]1-[c:7]1[c:8]([Cl:18])[cH:9][c:10]([C:14]([F:15])([F:16])[F:17])[cH:11][c:12]1[Cl:13])=[CH:26][O:27][CH2:28][CH3:29].